From a dataset of the Open Reaction Database (ORD), a public repository of structured organic reaction records. describe an organic reaction: reactants, conditions, products, and yield The reactants are [N+](=O)([O-])C1=C(C=CC(=C1)F)C (2-nitro-4-fluorotoluene), BrN1C(CCC1=O)=O (N-bromo-succinimide), C(C1=CC=CC=C1)(=O)OOC(C1=CC=CC=C1)=O (benzoyl peroxide). The solvent is C(Cl)(Cl)(Cl)Cl (carbon tetrachloride). Product: [N+](=O)([O-])C1=C(CBr)C=CC(=C1)F (2-nitro-4-fluorobenzyl bromide). Reaction SMILES: [N+:1]([C:4]1[CH:9]=[C:8]([F:10])[CH:7]=[CH:6][C:5]=1[CH3:11])([O-:3])=[O:2].[Br:12]N1C(=O)CCC1=O.C(OOC(=O)C1C=CC=CC=1)(=O)C1C=CC=CC=1>C(Cl)(Cl)(Cl)Cl>[N+:1]([C:4]1[CH:9]=[C:8]([F:10])[CH:7]=[CH:6][C:5]=1[CH2:11][Br:12])([O-:3])=[O:2]. Procedure: A mixture of 2-nitro-4-fluorotoluene (1.65 g), N-bromo-succinimide (1.78 g), carbon tetrachloride 10.0 ml) and benzoyl peroxide (0.1 g) was heated at the reflux temperature until the solid residue was observed to be floating at the surface (ca. 3 hours). After removing the solid by filtration, the filtrate was diluted with diethyl ether, washed with water, dried over anhydrous magnesium sulphate and concentrated by evaporation of the solvents under reduced pressure. The residue (estimated to con...